Dataset: the Open Reaction Database (ORD), a public repository of structured organic reaction records. Task: describe an organic reaction: reactants, conditions, products, and yield The reactants are COc1ccc(Br)cc1, CC(C)(C)P, CC(=O)[O-], CC(=O)[O-], COc1ccc2c(c1)C1CCCCC1CC2=O, CC(C)(C)[O-], [Na+], C1CCOC1, [Pd+2]. Product: COc1ccc(C2C(=O)c3ccc(OC)cc3C3CCCCC32)cc1. Reaction SMILES: [Br:18][c:19]1[cH:20][cH:21][c:22]([O:25][CH3:26])[cH:23][cH:24]1.[C:27]([PH2:28])([CH3:29])([CH3:30])[CH3:31].[C:38]([O-:39])(=[O:40])[CH3:41].[C:43]([O-:44])(=[O:45])[CH3:46].[CH3:1][O:2][c:3]1[cH:4][c:5]2[c:14]([cH:15][cH:16]1)[C:13](=[O:17])[CH2:12][CH:11]1[CH:6]2[CH2:7][CH2:8][CH2:9][CH2:10]1.[CH3:32][C:33]([CH3:34])([O-:35])[CH3:36].[Na+:37].[O:47]1[CH2:48][CH2:49][CH2:50][CH2:51]1.[Pd+2:42]>>[CH3:1][O:2][c:3]1[cH:4][c:5]2[c:14]([cH:15][cH:16]1)[C:13](=[O:17])[CH:12]([c:19]1[cH:20][cH:21][c:22]([O:25][CH3:26])[cH:23][cH:24]1)[CH:11]1[CH:6]2[CH2:7][CH2:8][CH2:9][CH2:10]1. Starting materials: CC(=O)OC1C[C@H]2CC[C@@H](C1)N2C (O-acetyltropine), Cl.CN(CCCN=C=NCC)C (1-(3-dimethylaminopropyl)-3-ethylcarbodiimide hydrochloride), Cl (hydrogen chloride), O.Cl.Cl (hydrochloride hemihydrate), COC1=C(C=CC=C1)N1CCN(CC1)CCC(C(=O)O)C1=CC=CC=C1 (4-[4-(2-methoxyphenyl)piperazin-1-yl]-2-phenylbutanoic acid), [C@H]12CCC[C@H](CC1)N2 (desmethyltropane), [C@H]12CCC[C@H](CC1)N2C (tropane), [OH-].[Na+] (sodium hydroxide). Solvent: C(Cl)Cl (methylene chloride), C(C)N(CC)CC (triethylamine), CCOCC (ether). Yields the product C12CCCC(CC1)N2C(C(CCN2CCN(CC2)C2=C(C=CC=C2)OC)C2=CC=CC=C2)=O (1-(8-Aza-bicyclo[3.2.1]oct-8-yl)-4-[4-(2-methoxy-phenyl)- piperazin-1-yl]-2-phenyl-butan-1-one). Reaction SMILES: [CH3:1][O:2][C:3]1[CH:8]=[CH:7][CH:6]=[CH:5][C:4]=1[N:9]1[CH2:14][CH2:13][N:12]([CH2:15][CH2:16][CH:17]([C:21]2[CH:26]=[CH:25][CH:24]=[CH:23][CH:22]=2)[C:18]([OH:20])=O)[CH2:11][CH2:10]1.[C@@H:27]12[NH:34][C@@H:31]([CH2:32][CH2:33]1)[CH2:30][CH2:29][CH2:28]2.[C@@H]12N(C)[C@@H](CC1)CCC2.CC(OC1C[C@H]2N(C)[C@H](CC2)C1)=O.Cl.CN(C)CCCN=C=NCC.[OH-].[Na+].Cl.O.Cl.Cl>C(Cl)Cl.CCOCC.C(N(CC)CC)C>[CH:31]12[N:34]([C:18](=[O:20])[CH:17]([C:21]3[CH:26]=[CH:25][CH:24]=[CH:23][CH:22]=3)[CH2:16][CH2:15][N:12]3[CH2:11][CH2:10][N:9]([C:4]4[CH:5]=[CH:6][CH:7]=[CH:8][C:3]=4[O:2][CH3:1])[CH2:14][CH2:13]3)[CH:27]([CH2:33][CH2:32]1)[CH2:28][CH2:29][CH2:30]2 |f:4.5,6.7,9.10.11|. Procedure details: A mixture of 4-[4-(2-methoxyphenyl)piperazin-1-yl]-2-phenylbutanoic acid (4.0 g, 11.3 mmole), desmethyltropane (1.7 g, 15.3 mmole, prepared from tropane by the method used by R. A. Olofson et. al., J. Org. Chem., 1984, 49(11), 2081, for the conversion of O-acetyltropine to O-acetyldesmethyltropine), 1-(3-dimethylaminopropyl)-3-ethylcarbodiimide hydrochloride (2.2 g, 11.3 mmole) and triethylamine (0.19.8 mmole) in methylene chloride (25 mL) was stirred at ambient temperature for 48 hr. The mixtur... Starting materials: CC1=CC(=C(N)C(=C1C)I)[N+](=O)[O-] (4,5-dimethyl-6-iodo-2-nitroaniline), C(C)N(C(C)C)C(C)C (ethyldiisopropylamine), O1CCCC1.CO (tetrahydofuran methanol). The reagents and catalysts are C1=CC=C(C=C1)P(C2=CC=CC=C2)C3=CC=CC=C3.C1=CC=C(C=C1)P(C2=CC=CC=C2)C3=CC=CC=C3.Cl[Pd]Cl (bis(triphenylphosphine)palladium (II) chloride). Reaction conditions: temperature 100 celsius. The product is NC1=C(C(=O)OC)C(=C(C=C1[N+](=O)[O-])C)C (methyl 2-amino-5,6-dimethyl-3-nitrobenzoate). The yield is 96.0%. RXN SMILES: [CH3:1][C:2]1[C:8]([CH3:9])=[C:7](I)[C:5]([NH2:6])=[C:4]([N+:11]([O-:13])=[O:12])[CH:3]=1.C(N(C(C)C)C(C)C)C.[O:23]1[CH2:27]CC[CH2:24]1.C[OH:29]>C1C=CC(P(C2C=CC=CC=2)C2C=CC=CC=2)=CC=1.C1C=CC(P(C2C=CC=CC=2)C2C=CC=CC=2)=CC=1.Cl[Pd]Cl>[NH2:6][C:5]1[C:4]([N+:11]([O-:13])=[O:12])=[CH:3][C:2]([CH3:1])=[C:8]([CH3:9])[C:7]=1[C:24]([O:23][CH3:27])=[O:29] |f:2.3,4.5.6|. Procedure details: A mixture of 4,5-dimethyl-6-iodo-2-nitroaniline (17.52 g, 60 mmol), bis(triphenylphosphine)palladium (II) chloride (1.75 g) and ethyldiisopropylamine (11.5 mL, 66 mmol) in tetrahydofuran/methanol (1:1, 300 mL) was heated at 100° C. under a carbon monoxide atmosphere (100 psi, 6.7 atm) in an autoclave for 8 hours. After being cooled, the mixture was concentrated under reduced pressure, and the residue was partitioned between dichloromethane (150 mL) and water (150 mL). The aqueous layer was extra... Reaction SMILES: [Mg].Br[C:3]1[CH:8]=[CH:7][C:6]([CH3:9])=[CH:5][CH:4]=1.[Na].[C:11]([C:13]1[N:17]([CH3:18])[C:16]([CH2:19][C:20]([OH:22])=[O:21])=[CH:15][CH:14]=1)#N.C1([O:29]C2C=CC=CC=2)C=CC=CC=1>O1CCCC1>[CH3:18][N:17]1[C:13]([C:11]([C:3]2[CH:8]=[CH:7][C:6]([CH3:9])=[CH:5][CH:4]=2)=[O:29])=[CH:14][CH:15]=[C:16]1[CH2:19][C:20]([OH:22])=[O:21] |^1:9|. Conditions: temperature 110 celsius. Yields the product CN1C(=CC=C1C(=O)C1=CC=C(C=C1)C)CC(=O)O (1-methyl-5-p-toluoylpyrrole-2-acetic acid). Reported procedure: To a solution of the Grignard reagent prepared from 0.46 g. (20 mmol) of magnesium and 3.4 g. (20 mmol) of 4-bromotoluene in 15 ml. of anhydrous tetrahydrofuran was added under an atmosphere of nitrogen 1.12 g. (6.0 mmol) of the sodium salt of 5-cyano-1-methylpyrrole-2-acetic acid. To the resulting suspension was added 20 g. of diphenyl ether, and the reaction mixture was heated to remove tetrahydrofuran by distillation until the temperature reached 110° C. The reaction mixture was then successi... Starting materials: Grignard reagent, C(#N)C1=CC=C(N1C)CC(=O)O (5-cyano-1-methylpyrrole-2-acetic acid), [Na] (sodium), C(#N)C1=CC=C(N1C)CC(=O)O (5-cyano-1-methylpyrrole-2-acetic acid), purple solid, [Mg] (magnesium), BrC1=CC=C(C=C1)C (4-bromotoluene), C1(=CC=CC=C1)OC1=CC=CC=C1 (diphenyl ether). The yield is 75.0%. The solvent is O1CCCC1 (tetrahydrofuran). Starting materials: C(C)C=1C=C(C=CC1C1=CC(SCC1)=O)N1C(O[C@H](C1)CNC(C)=O)=O (N-((5S)-3-(3-ethyl-4-(2-oxo-5,6-dihydrothiapyran-4-yl)phenyl)-2-oxooxazolidin-5-ylmethyl)acetamide), C(C)(=O)N (acetamide). Yields the product O=C1OCCC(=C1)C1=CC=C(C=C1)N1C(O[C@H](C1)CNC(C)=O)=O (N-((5S)-3-(4-(2-oxo-5,6-dihydropyran-4-yl)phenyl)-2-oxooxazolidin-5-ylmethyl)acetamide). RXN SMILES: C([C:3]1[CH:4]=[C:5]([N:16]2[CH2:20][C@H:19]([CH2:21][NH:22][C:23](=[O:25])[CH3:24])[O:18][C:17]2=[O:26])[CH:6]=[CH:7][C:8]=1[C:9]1[CH2:14][CH2:13]S[C:11](=[O:15])[CH:10]=1)C.C(N)(=[O:29])C>>[O:29]=[C:11]1[CH:10]=[C:9]([C:8]2[CH:3]=[CH:4][C:5]([N:16]3[CH2:20][C@H:19]([CH2:21][NH:22][C:23](=[O:25])[CH3:24])[O:18][C:17]3=[O:26])=[CH:6][CH:7]=2)[CH2:14][CH2:13][O:15]1. Reported procedure: N-((5S)-3-(3-ethyl-4-(2-oxo-5,6-dihydrothiapyran-4-yl)phenyl)-2-oxooxazolidin-5-ylmethyl)acetamide and N-(5S)-3-(3-hydroxy-4-(2-oxo-1,2,5,6-tetrahydropyrid-4-yl)phenyl)-2-oxooxazolidin-5-ylmethyl)acetamide are excluded. Starting materials: C(C)=O (acetaldehyde), solution, C(CCC)[Li] (n-butyllithium), ClC=1N=C(C2=C(N1)C=CO2)N2CCOCC2 (2-Chloro-4-morpholinofuro[3,2-d]pyrimidine). Solvent: C1CCOC1 (THF). Conditions: time 1 hour. Yields the product ClC=1N=C(C2=C(N1)C=C(O2)C(C)O)N2CCOCC2 (1-(2-chloro-4-morpholinofuro[3,2-d]pyrimidine-6-yl)ethanol). Yield: 84.6%. Reaction SMILES: [Cl:1][C:2]1[N:3]=[C:4]([N:11]2[CH2:16][CH2:15][O:14][CH2:13][CH2:12]2)[C:5]2[O:10][CH:9]=[CH:8][C:6]=2[N:7]=1.C([Li])CCC.[CH:22](=[O:24])[CH3:23]>C1COCC1>[Cl:1][C:2]1[N:3]=[C:4]([N:11]2[CH2:16][CH2:15][O:14][CH2:13][CH2:12]2)[C:5]2[O:10][C:9]([CH:22]([OH:24])[CH3:23])=[CH:8][C:6]=2[N:7]=1. Reported procedure: A solution of 2-chloro-4-morpholinofuro[3,2-d]pyrimidine 38 from Example 19 (0.3 mmol) dissolved in THF (3 mL) at −78° C. was added 1.6M solution of n-butyllithium (0.39 mmol). The reaction mixture was stirred for 30 mins at which point acetaldehyde (1.2 mmol) was added. The reaction was stirred for one hour and quenched with ice and allowed to warm to room temperature. The aqueous layer was extracted with methylene chloride and the organic layer was filtered through sodium sulfate. The organic ... Starting materials: [OH-].[K+] (potassium hydroxide), Cl.NO (hydroxylamine hydrochloride), CC=1N(C(=CC1)C)CCCOC1=NC=CC(=C1)CN1CCCCC1 (2-[3-(2,5-dimethylpyrrol-1-yl)propoxy]-4-piperidinomethylpyridine). The solvent is C(C)O (ethanol), C(C)O (ethanol). Run at time 10 minute. The product is N1(CCCCC1)CC1=CC(=NC=C1)OCCCN (3-(4-piperidinomethylpyrid-2-yloxy)propylamine). Isolated yield 80.0%. Reaction SMILES: Cl.NO.[OH-].[K+].CC1[N:8]([CH2:13][CH2:14][CH2:15][O:16][C:17]2[CH:22]=[C:21]([CH2:23][N:24]3[CH2:29][CH2:28][CH2:27][CH2:26][CH2:25]3)[CH:20]=[CH:19][N:18]=2)C(C)=CC=1>C(O)C>[N:24]1([CH2:23][C:21]2[CH:20]=[CH:19][N:18]=[C:17]([O:16][CH2:15][CH2:14][CH2:13][NH2:8])[CH:22]=2)[CH2:29][CH2:28][CH2:27][CH2:26][CH2:25]1 |f:0.1,2.3|. Reported procedure: To a solution of 8.6 g of hydroxylamine hydrochloride in 26 ml of ethanol, stirred at the room temperature for 30 minutes, a solution of 2.8 g of 85% potassium hydroxide in 10 ml of 50% ethanol is added. The resulting solution is stirred 10 minutes and added with 8.7 g of 2-[3-(2,5-dimethylpyrrol-1-yl)propoxy]-4-piperidinomethylpyridine. The mixture is heated with reflux for 6 hours, filtered, washed with ethanol, acidified with N hydrochloric acid and washed twice with 30 ml of ethyl acetate. T... The reactants are N1CCC2=CC=CC=C12 (indoline), H2(CH2)f, indoline C2—H2, S(O)(O)(=O)=O (sulfuric acid), indoline C6—CH3, N1CCC2=CC=CC=C12 (indoline), C(CCCCCCC)N1CCC2=CC(=C(C(=C12)[N+](=O)[O-])C)C(=O)O (1-Octyl-5-carboxy-6-methyl-7-nitroindoline). Run in CO (methanol). Product: C(CCCCCCC)N1CCC2=CC(=C(C(=C12)[N+](=O)[O-])C)C(=O)OC (1-octyl-5-methoxycarbonyl-6-methyl-7-nitroindoline). RXN SMILES: N1C2C(=CC=CC=2)C[CH2:2]1.[CH2:10]([N:18]1[C:26]2[C:21](=[CH:22][C:23]([C:31]([OH:33])=[O:32])=[C:24]([CH3:30])[C:25]=2[N+:27]([O-:29])=[O:28])[CH2:20][CH2:19]1)[CH2:11][CH2:12][CH2:13][CH2:14][CH2:15][CH2:16][CH3:17].S(=O)(=O)(O)O>CO>[CH2:10]([N:18]1[C:26]2[C:21](=[CH:22][C:23]([C:31]([O:33][CH3:2])=[O:32])=[C:24]([CH3:30])[C:25]=2[N+:27]([O-:29])=[O:28])[CH2:20][CH2:19]1)[CH2:11][CH2:12][CH2:13][CH2:14][CH2:15][CH2:16][CH3:17]. Procedure details: 0.88 (3H, br-t, J=7 Hz, —(CH2)7CH3), 1.00˜1.70 (121H, m, —H2(CH2)f—), 2.47 (3H, s, indoline C6—CH3), 3.02 (2H, t, J=8 Hz, indoline C3—H2), 3.03 (2H, t, J=7 Hz, >NCH2—), 3.69 (2H, t, J=8 Hz, indoline C2—H2), 5.00 (IH, br, -2H), 7.73 (1H, s, indoline C4—H). (4) 1-Octyl-5-carboxy-6-methyl-7-nitroindoline (1.4 g) was dissolved in methanol (30 ml), and conc. sulfuric acid (4.1 g) was added, which was followed by refluxing for 4 hr. Methanol was evaporated under reduced pressure. Ethyl acetate (100 ml...